From a dataset of the Open Reaction Database (ORD), a public repository of structured organic reaction records. describe an organic reaction: reactants, conditions, products, and yield Yields the product C(C1=CC=CC=C1)SC1=NN=C(S1)SC=1C(=NC=CN1)C#N (3-(5-(benzylthio)-1,3,4-thiadiazol-2-ylthio)pyrazine-2-carbonitrile). RXN SMILES: [CH2:1]([S:8][C:9]1[S:13][C:12]([SH:14])=[N:11][N:10]=1)[C:2]1[CH:7]=[CH:6][CH:5]=[CH:4][CH:3]=1.[H-].[Na+].Cl[C:18]1[C:19]([C:24]#[N:25])=[N:20][CH:21]=[CH:22][N:23]=1>CN(C=O)C.C1C=CC=CC=1>[CH2:1]([S:8][C:9]1[S:13][C:12]([S:14][C:18]2[C:19]([C:24]#[N:25])=[N:20][CH:21]=[CH:22][N:23]=2)=[N:11][N:10]=1)[C:2]1[CH:3]=[CH:4][CH:5]=[CH:6][CH:7]=1 |f:1.2|. Run in CN(C)C=O (DMF), C1=CC=CC=C1 (benzene). Run at temperature 0 celsius, time 15 minute. Procedure: To a solution of 5-(benzylthio)-1,3,4-thiadiazole-2-thiol (240 mg, 1.00 mmol) in DMF and benzene (4 ml, 1/1) was added NaH (60% dispersion in mineral oil, 44 mg, 1.10 mmol) slowly at 0° C. under a nitrogen atmosphere. The resulting suspension was stirred at 0° C. for 15 minutes and then to the mixture was added 3-chloropyrazine-2-carbonitrile (140 mg, 1.00 mmol). The reaction was stirred at room temperature for 2 hr. The reaction was quenched with saturated NH4Cl solution and extracted with EtOA... Reactants: C(C1=CC=CC=C1)SC1=NN=C(S1)S (5-(benzylthio)-1,3,4-thiadiazole-2-thiol), [H-].[Na+] (NaH), ClC=1C(=NC=CN1)C#N (3-chloropyrazine-2-carbonitrile). Reactants: CC(=O)[O-], CC1(C)OB(c2ccccc2Oc2ccc([N+](=O)[O-])cc2)OC1(C)C, Nc1nccc(Cl)n1, ClCCl, [K+], O. Product: Nc1nccc(-c2ccccc2Oc2ccc([N+](=O)[O-])cc2)n1. RXN SMILES: [CH3:2][C:3](=[O:4])[O-:5].[CH3:6][C:7]1([CH3:8])[C:9]([CH3:10])([CH3:11])[O:12][B:13]([c:14]2[c:15]([O:20][c:21]3[cH:22][cH:23][c:24]([N+:27](=[O:28])[O-:29])[cH:25][cH:26]3)[cH:16][cH:17][cH:18][cH:19]2)[O:30]1.[Cl:31][c:32]1[n:33][c:34]([NH2:38])[n:35][cH:36][cH:37]1.[Cl:39][CH2:40][Cl:41].[K+:1].[OH2:42]>>[c:14]1(-[c:32]2[n:33][c:34]([NH2:38])[n:35][cH:36][cH:37]2)[c:15]([O:20][c:21]2[cH:22][cH:23][c:24]([N+:27](=[O:28])[O-:29])[cH:25][cH:26]2)[cH:16][cH:17][cH:18][cH:19]1.